Dataset: the Open Reaction Database (ORD), a public repository of structured organic reaction records. Task: describe an organic reaction: reactants, conditions, products, and yield The reactants are ClC1=NC=NC(=C1C(CC(=O)OC)CC)Cl (methyl 3-(4,6-dichloropyrimidin-5-yl)pentanoate), [OH-].[NH4+] (ammonium hydroxide). Solvent: O (water). Reaction conditions: temperature 200 celsius. Yields the product ClC=1C2=C(N=CN1)NC(C[C@H]2CC)=O ((R)-4-Chloro-5-ethyl-5,6-dihydropyrido[2,3-d]pyrimidin-7(8H)-one), 2. Yield: 40.0%. RXN SMILES: [Cl:1][C:2]1[C:7]([CH:8]([CH2:14][CH3:15])[CH2:9][C:10](OC)=[O:11])=[C:6](Cl)[N:5]=[CH:4][N:3]=1.[OH-].[NH4+:18]>O>[Cl:1][C:2]1[C:7]2[C@H:8]([CH2:14][CH3:15])[CH2:9][C:10](=[O:11])[NH:18][C:6]=2[N:5]=[CH:4][N:3]=1 |f:1.2|. Reported procedure: Dissolve methyl 3-(4,6-dichloropyrimidin-5-yl)pentanoate (10.00 g, 38.01 mmol) in 28% ammonium hydroxide in water (95 mL) and seal in a 350 mL tube. Heat the reaction mixture to 200° C. for 2 hours. Cool the reaction mixture in an ice bath, then filter and wash with cold water. Dry the solids under vacuum to give the racemate. Chiral separation (Chiralpak AS-H, 100% ethanol w/0.2% dimethyl ethylamine) provides the title compound as enantiomer 2 (3.19 g, 40%) (>99% ee). MS (ES) m/z=212 [M]+. Conditions: time 4 hour. Starting materials: C(C)(=O)[O-] (acetate), C1CCC2=NCCCN2CC1 (DBU), C1(=CC=CC=C1)C (toluene), BrCC(=O)C1=CC(=CC=C1)C(F)(F)F (2-bromo-1-[3-(trifluoromethyl)phenyl]ethanone), C1(=CC=CC=C1)C (toluene). Reaction SMILES: [C:1]([O-:4])(=[O:3])[CH3:2].[CH2:5]1CCN2C(=NCCC2)C[CH2:6]1.Br[CH2:17][C:18]([C:20]1[CH:25]=[CH:24][CH:23]=[C:22]([C:26]([F:29])([F:28])[F:27])[CH:21]=1)=[O:19].[C:30]1(C)C=CC=CC=1>>[CH3:5][C:6]1[O:19][C:18]([C:20]2[CH:25]=[CH:24][CH:23]=[C:22]([C:26]([F:29])([F:28])[F:27])[CH:21]=2)=[CH:17][C:2]=1[C:1]([O:4][CH3:30])=[O:3]. The product is CC=1OC(=CC1C(=O)OC)C1=CC(=CC=C1)C(F)(F)F (methyl 2-methyl-5-[3-(trifluoromethyl)phenyl]furan-3-carboxylate). Procedure details: A solution of acetomethyl acetate (4.3 mL) and DBU (2.0 ml) in toluene (20 mL) was cooled in an ice bath, and a solution of 2-bromo-1-[3-(trifluoromethyl)phenyl]ethanone (3.50 g) in toluene (20 mL) was added. The reaction mixture was stirred at room temperature for 4 hr, and purified by column chromatography (carrier: silica gel, eluent: hexane-ethyl acetate). The obtained compound was dissolved in toluene (40 mL), p-toluenesulfonic acid (0.23 g) was added, and the mixture was heated at 100° C. ... The reactants are O=C1CCC(=O)N1Br, Cc1nc(-c2ccc(C)c([N+](=O)[O-])c2)no1, ClCCl. Yields the product Cc1nc(-c2ccc(CBr)c([N+](=O)[O-])c2)no1. RXN SMILES: [Br:17][N:18]1[C:19](=[O:20])[CH2:21][CH2:22][C:23]1=[O:24].[CH3:1][c:2]1[n:3][c:4](-[c:7]2[cH:8][c:9]([N+:14](=[O:15])[O-:16])[c:10]([CH3:13])[cH:11][cH:12]2)[n:5][o:6]1.[Cl:25][CH2:26][Cl:27]>>[CH3:1][c:2]1[n:3][c:4](-[c:7]2[cH:8][c:9]([N+:14](=[O:15])[O-:16])[c:10]([CH2:13][Br:17])[cH:11][cH:12]2)[n:5][o:6]1. Reactants: CCCCCCBr, C=CCCC=O, [Mg]. Yields the product C=CCCC(O)CCCCCC. As a reaction SMILES: [Br:8][CH2:9][CH2:10][CH2:11][CH2:12][CH2:13][CH3:14].[CH:1]([CH2:2][CH2:3][CH:4]=[CH2:5])=[O:6].[Mg:7]>>[CH:1]([CH2:2][CH2:3][CH:4]=[CH2:5])([OH:6])[CH2:9][CH2:10][CH2:11][CH2:12][CH2:13][CH3:14]. Starting materials: [Al+3], [Br-], O=C(Br)CBr, [Cl-], [Cl-], [Cl-], ClCCCl, CCCCCCCCc1ccccc1. Product: CCCCCCCCc1ccc(C(=O)CBr)cc1. As a reaction SMILES: [Al+3:2].[Br-:24].[Br:19][CH2:20][C:21](=[O:22])[Br:23].[Cl-:1].[Cl-:3].[Cl-:4].[Cl:25][CH2:26][CH2:27][Cl:28].[c:5]1([CH2:11][CH2:12][CH2:13][CH2:14][CH2:15][CH2:16][CH2:17][CH3:18])[cH:6][cH:7][cH:8][cH:9][cH:10]1>>[c:5]1([CH2:11][CH2:12][CH2:13][CH2:14][CH2:15][CH2:16][CH2:17][CH3:18])[cH:6][cH:7][c:8]([C:21]([CH2:20][Br:19])=[O:22])[cH:9][cH:10]1. The reactants are CCCS(=O)(=O)Nc1ccc(F)c(CO)c1, C1CCOC1, O. The product is CCCS(=O)(=O)Nc1ccc(F)c(C=O)c1. Reaction SMILES: [F:1][c:2]1[c:3]([CH2:15][OH:16])[cH:4][c:5]([NH:8][S:9](=[O:10])(=[O:11])[CH2:12][CH2:13][CH3:14])[cH:6][cH:7]1.[O:18]1[CH2:19][CH2:20][CH2:21][CH2:22]1.[OH2:17]>>[F:1][c:2]1[c:3]([CH:15]=[O:16])[cH:4][c:5]([NH:8][S:9](=[O:10])(=[O:11])[CH2:12][CH2:13][CH3:14])[cH:6][cH:7]1. Procedure details: The title compound is prepared by following Method A, using 2′-chloro-4′-isopropoxy-biphenyl-4-carboxylic acid (0.35 g, 1.21 mmol), and N*2*-(2-dimethylamino-ethyl)-N*2*-methyl-benzothiazole-2,6-diamine (0.23 g, 0.93 mmol) to afford 2′-chloro-4′-isopropoxy-biphenyl-4-carboxylic acid {2-[(2-dimethylamino-ethyl)-methyl-amino]-benzothiazol-6-yl}-amide (0.23 g, 48%). The material is dissolved in EtOH and treated with 1.0 M HCl in EtOH (0.44 mL). Organic solvent is removed in vacuo, the residue is di... Yield: 109.0%. Reaction SMILES: [Cl:1][C:2]1[CH:7]=[C:6]([O:8][CH:9]([CH3:11])[CH3:10])[CH:5]=[CH:4][C:3]=1[C:12]1[CH:17]=[CH:16][C:15]([C:18]([OH:20])=[O:19])=[CH:14][CH:13]=1.[CH3:21][N:22]([CH3:37])[CH2:23][CH2:24][N:25]([CH3:36])[C:26]1[S:27][C:28]2[CH:34]=[C:33]([NH2:35])[CH:32]=[CH:31][C:29]=2[N:30]=1>>[ClH:1].[CH3:21][N:22]([CH3:37])[CH2:23][CH2:24][N:25]([CH3:36])[C:26]1[S:27][C:28]2[CH:34]=[C:33]([NH:35][C:18]([C:15]3[CH:14]=[CH:13][C:12]([C:3]4[CH:4]=[CH:5][C:6]([O:8][CH:9]([CH3:10])[CH3:11])=[CH:7][C:2]=4[Cl:1])=[CH:17][CH:16]=3)=[O:20])[CH:32]=[CH:31][C:29]=2[N:30]=1.[CH3:21][N:22]([CH3:37])[CH2:23][CH2:24][N:25]([CH3:36])[C:26]1[S:27][C:28]2[CH:34]=[C:33]([NH:35][C:18]([C:15]3[CH:16]=[CH:17][C:12]([C:3]4[CH:4]=[CH:5][C:6]([O:8][CH:9]([CH3:10])[CH3:11])=[CH:7][C:2]=4[Cl:1])=[CH:13][CH:14]=3)=[O:19])[CH:32]=[CH:31][C:29]=2[N:30]=1 |f:2.3|. Product: Cl.CN(CCN(C=1SC2=C(N1)C=CC(=C2)NC(=O)C2=CC=C(C=C2)C2=C(C=C(C=C2)OC(C)C)Cl)C)C (2′-Chloro-4′-isopropoxy-biphenyl-4-carboxylic acid {2-[(2-dimethylamino-ethyl)-methyl-amino]-benzothiazol-6-yl}-amide Hydrochloride), CN(CCN(C=1SC2=C(N1)C=CC(=C2)NC(=O)C2=CC=C(C=C2)C2=C(C=C(C=C2)OC(C)C)Cl)C)C (2′-chloro-4′-isopropoxy-biphenyl-4-carboxylic acid {2-[(2-dimethylamino-ethyl)-methyl-amino]-benzothiazol-6-yl}-amide). Reactants: ClC1=C(C=CC(=C1)OC(C)C)C1=CC=C(C=C1)C(=O)O (2′-chloro-4′-isopropoxy-biphenyl-4-carboxylic acid), CN(CCN(C=1SC2=C(N1)C=CC(=C2)N)C)C (N*2*-(2-dimethylamino-ethyl)-N*2*-methyl-benzothiazole-2,6-diamine). Starting materials: N1(CCNCCC1)C1=C(C=C(C=C1)N1C(C2=CC=C(C=C2C=C1)OC[C@H]1OCCC1)=O)OC (2-(4-[1,4]Diazepan-1-yl-3-methoxy-phenyl)-6-[(S)-1-(tetrahydro-furan-2-yl)methoxy]-2H-isoquinolin-1-one), BrCCCF (1-Bromo-3-fluoro-propane), C([O-])([O-])=O.[Cs+].[Cs+] (cesium carbonate). Run in CN(C)C=O (DMF). Reaction conditions: time 8 hour. Product: FCCCN1CCN(CCC1)C1=C(C=C(C=C1)N1C(C2=CC=C(C=C2C=C1)OC[C@H]1OCCC1)=O)OC (2-{4-[4-(3-Fluoro-propyl)-[1,4]diazepan-1-yl]-3-methoxy-phenyl}-6-[(S)-1-(tetrahydro-furan-2-yl)methoxy]-2H-isoquinolin-1-one). As a reaction SMILES: [N:1]1([C:8]2[CH:13]=[CH:12][C:11]([N:14]3[CH:23]=[CH:22][C:21]4[C:16](=[CH:17][CH:18]=[C:19]([O:24][CH2:25][C@@H:26]5[CH2:30][CH2:29][CH2:28][O:27]5)[CH:20]=4)[C:15]3=[O:31])=[CH:10][C:9]=2[O:32][CH3:33])[CH2:7][CH2:6][CH2:5][NH:4][CH2:3][CH2:2]1.Br[CH2:35][CH2:36][CH2:37][F:38].C(=O)([O-])[O-].[Cs+].[Cs+]>CN(C=O)C>[F:38][CH2:37][CH2:36][CH2:35][N:4]1[CH2:5][CH2:6][CH2:7][N:1]([C:8]2[CH:13]=[CH:12][C:11]([N:14]3[CH:23]=[CH:22][C:21]4[C:16](=[CH:17][CH:18]=[C:19]([O:24][CH2:25][C@@H:26]5[CH2:30][CH2:29][CH2:28][O:27]5)[CH:20]=4)[C:15]3=[O:31])=[CH:10][C:9]=2[O:32][CH3:33])[CH2:2][CH2:3]1 |f:2.3.4|. Procedure: To a solution of 2-(4-[1,4]Diazepan-1-yl-3-methoxy-phenyl)-6-[(S)-1-(tetrahydro-furan-2-yl)methoxy]-2H-isoquinolin-1-one (50 mg) and 1-Bromo-3-fluoro-propane (18 mg) in DMF (1 mL) was added cesium carbonate (54 mg) and the mixture was stirred overnight. The crude mixture was purified by preparative HPLC. The product with the molecular weight of 509.63 (C29H36FN3O4) was obtained in this way; MS (ESI): 510 (M+H+). The reactants are C1CCOC1, O=C(O)c1ccc(Cl)nc1Cl, ClCCl, OCC(F)F, [H-], [Na+], O. Yields the product O=C(O)c1ccc(Cl)nc1OCC(F)F. Reaction SMILES: [CH2:23]1[O:24][CH2:25][CH2:26][CH2:27]1.[Cl:11][c:12]1[c:13]([C:14](=[O:15])[OH:16])[cH:17][cH:18][c:19]([Cl:21])[n:20]1.[Cl:8][CH2:9][Cl:10].[F:3][CH:4]([CH2:5][OH:6])[F:7].[H-:2].[Na+:1].[OH2:22]>>[F:3][CH:4]([CH2:5][O:6][c:12]1[c:13]([C:14](=[O:15])[OH:16])[cH:17][cH:18][c:19]([Cl:21])[n:20]1)[F:7].